From a dataset of the Open Reaction Database (ORD), a public repository of structured organic reaction records. describe an organic reaction: reactants, conditions, products, and yield The reactants are CCCCCCCCCCCCNC(=O)n1ccnc1, CO, NCC(O)CO. Yields the product CCCCCCCCCCCCNC(=O)NCC(O)CO. As a reaction SMILES: [CH2:7]([CH2:8][CH2:9][CH2:10][CH2:11][CH2:12][CH2:13][CH2:14][CH2:15][CH2:16][CH2:17][CH3:18])[NH:19][C:20](=[O:21])[n:22]1[cH:23][cH:24][n:25][cH:26]1.[CH3:27][OH:28].[NH2:1][CH2:2][CH:3]([CH2:4][OH:5])[OH:6]>>[NH:1]([CH2:2][CH:3]([CH2:4][OH:5])[OH:6])[C:20]([NH:19][CH2:7][CH2:8][CH2:9][CH2:10][CH2:11][CH2:12][CH2:13][CH2:14][CH2:15][CH2:16][CH2:17][CH3:18])=[O:21]. The reactants are CCOC(=O)c1oc(-c2ccccc2)nc1C, CCO, [NH4+], [OH-]. The product is Cc1nc(-c2ccccc2)oc1C(N)=O. As a reaction SMILES: [C:3](=[O:4])([O:5][CH2:6][CH3:7])[c:8]1[c:9]([CH3:19])[n:10][c:11](-[c:13]2[cH:14][cH:15][cH:16][cH:17][cH:18]2)[o:12]1.[CH3:20][CH2:21][OH:22].[NH4+:1].[OH-:2]>>[NH2:1][C:3](=[O:4])[c:8]1[c:9]([CH3:19])[n:10][c:11](-[c:13]2[cH:14][cH:15][cH:16][cH:17][cH:18]2)[o:12]1. Reactants: CC(C)(C)OC1CC(C(=O)N2CCCC2C(=O)NCC2CCCNC2)N(C(=O)CC(c2ccccc2)(c2ccccc2)c2ccccc2)C1, O=C(O)C(F)(F)F. Product: O=C(NCC1CCCNC1)C1CCCN1C(=O)C1CC(O)CN1C(=O)CC(c1ccccc1)(c1ccccc1)c1ccccc1. Reaction SMILES: [C:1]([CH3:2])([CH3:3])([CH3:4])[O:5][CH:6]1[CH2:7][CH:8]([C:33](=[O:34])[N:35]2[CH:36]([C:40](=[O:41])[NH:42][CH2:43][CH:44]3[CH2:45][NH:46][CH2:47][CH2:48][CH2:49]3)[CH2:37][CH2:38][CH2:39]2)[N:9]([C:11]([CH2:12][C:13]([c:14]2[cH:15][cH:16][cH:17][cH:18][cH:19]2)([c:20]2[cH:21][cH:22][cH:23][cH:24][cH:25]2)[c:26]2[cH:27][cH:28][cH:29][cH:30][cH:31]2)=[O:32])[CH2:10]1.[OH:50][C:51]([C:52]([F:53])([F:54])[F:55])=[O:56]>>[OH:5][CH:6]1[CH2:7][CH:8]([C:33](=[O:34])[N:35]2[CH:36]([C:40](=[O:41])[NH:42][CH2:43][CH:44]3[CH2:45][NH:46][CH2:47][CH2:48][CH2:49]3)[CH2:37][CH2:38][CH2:39]2)[N:9]([C:11]([CH2:12][C:13]([c:14]2[cH:15][cH:16][cH:17][cH:18][cH:19]2)([c:20]2[cH:21][cH:22][cH:23][cH:24][cH:25]2)[c:26]2[cH:27][cH:28][cH:29][cH:30][cH:31]2)=[O:32])[CH2:10]1. Starting materials: C=C1c2ccccc2COc2ccc(CC(=O)OC)cc21, CO, [Na+], [OH-]. The product is C=C1c2ccccc2COc2ccc(CC(=O)O)cc21. As a reaction SMILES: [CH2:3]=[C:4]1[c:5]2[c:6]([cH:15][cH:16][c:17]([CH2:19][C:20](=[O:21])[O:22][CH3:23])[cH:18]2)[O:7][CH2:8][c:9]2[c:10]1[cH:11][cH:12][cH:13][cH:14]2.[CH3:24][OH:25].[Na+:2].[OH-:1]>>[CH2:3]=[C:4]1[c:5]2[c:6]([cH:15][cH:16][c:17]([CH2:19][C:20](=[O:21])[OH:22])[cH:18]2)[O:7][CH2:8][c:9]2[c:10]1[cH:11][cH:12][cH:13][cH:14]2. Reactants: CC(C)(C)[S@@](=O)N[C@@H]1CCCC2=C(C=CC=C12)OCC(F)(F)F ((R)-2-Methyl-N—((R)-5-(2,2,2-trifluoroethoxy)-1,2,3,4-tetrahydronaphthalen-1-yl)propane-2-sulfinamide). Solvent: Cl (HCl), C(Cl)Cl (DCM), O1CCOCC1 (dioxane), Cl (HCl). Conditions: time 0.5 hour. Yields the product FC(COC1=C2CCC[C@H](C2=CC=C1)N)(F)F ((R)-5-(2,2,2-Trifluoroethoxy)-1,2,3,4-tetrahydronaphthalen-1-amine). Isolated yield 86.4%. RXN SMILES: CC([S@]([NH:7][C@H:8]1[C:17]2[C:12](=[C:13]([O:18][CH2:19][C:20]([F:23])([F:22])[F:21])[CH:14]=[CH:15][CH:16]=2)[CH2:11][CH2:10][CH2:9]1)=O)(C)C>C(Cl)Cl.O1CCOCC1.Cl>[F:21][C:20]([F:22])([F:23])[CH2:19][O:18][C:13]1[CH:14]=[CH:15][CH:16]=[C:17]2[C:12]=1[CH2:11][CH2:10][CH2:9][C@H:8]2[NH2:7]. Procedure: To a solution of Intermediate 14A (206 mg, 0.590 mmol) in DCM (1 mL) was added 4 N HCl (147 μl, 0.590 mmol) in dioxane. The resulting mixture was stirred at rt for 0.5 h. The solvents were evaporated and DCM (3×) was added and evaporated. The resulting white solid was vacuum dried for 1 h to give Intermediate 14 (0.13 mg, 0.51 mmol, 86% yield) in HCl salt which was used directly without further purification. LCMS=1.55 min [M+1-17]=229 (Method B). The reactants are C1COCCO1, CN(C)C=O, Cc1ccccc1, Cl, O, O=C(O)C(O)Cc1ccccc1, O=S(Cl)Cl. Yields the product O=C(O)C(Cl)Cc1ccccc1. Reaction SMILES: [CH2:31]1[O:32][CH2:33][CH2:34][O:35][CH2:36]1.[CH3:17][N:18]([CH3:19])[CH:20]=[O:21].[CH3:23][c:24]1[cH:25][cH:26][cH:27][cH:28][cH:29]1.[ClH:22].[OH2:30].[OH:1][CH:2]([C:3](=[O:4])[OH:5])[CH2:6][c:7]1[cH:8][cH:9][cH:10][cH:11][cH:12]1.[S:13]([Cl:14])([Cl:15])=[O:16]>>[CH:2]([C:3](=[O:4])[OH:5])([CH2:6][c:7]1[cH:8][cH:9][cH:10][cH:11][cH:12]1)[Cl:15]. Starting materials: Cl.Cl.Cl.NCCCNCCCCNC(C(O)NC(CCCCCCNC(=N)N)=O)=O (N-[4-(3-aminopropyl)aminobutyl]-2-(7-guanidinoheptanamido)-2-hydroxyethanamide trihydrochloride), Cl.N(C(=N)N)CCCCCCC(=O)N (7-guanidinoheptanamide hydrochloride), Cl.Cl.NCCCNCCCCNC(C(O)O)=O (N-[4-(3-aminopropyl)aminobutyl]-2,2-dihydroxyethanamide dihydrochloride), C(CC(O)(C(=O)O)CC(=O)O)(=O)O (citric acid). Solvent: O (water), O (water). Run at temperature 60 celsius. The product is NCCCNCCCCNC(C(O)NC(CCCCCCNC(=N)N)=O)=O (N-[4-(3-aminopropyl)aminobutyl]-2-(7-guanidinoheptanamido)-2-hydroxyethanamide). The yield is 47.3%. As a reaction SMILES: Cl.N(CCCCCCC(N)=O)C(N)=N.Cl.Cl.NCCCNCCCCNC(=O)C(O)O.C(O)(=O)CC(CC(O)=O)(C(O)=O)O.Cl.Cl.Cl.[NH2:48][CH2:49][CH2:50][CH2:51][NH:52][CH2:53][CH2:54][CH2:55][CH2:56][NH:57][C:58](=[O:74])[CH:59]([NH:61][C:62](=[O:73])[CH2:63][CH2:64][CH2:65][CH2:66][CH2:67][CH2:68][NH:69][C:70]([NH2:72])=[NH:71])[OH:60]>O>[NH2:48][CH2:49][CH2:50][CH2:51][NH:52][CH2:53][CH2:54][CH2:55][CH2:56][NH:57][C:58](=[O:74])[CH:59]([NH:61][C:62](=[O:73])[CH2:63][CH2:64][CH2:65][CH2:66][CH2:67][CH2:68][NH:69][C:70]([NH2:72])=[NH:71])[OH:60] |f:0.1,2.3.4,6.7.8.9|. Procedure details: A mixture of 18 g (80.9 mmoles) of 7-guanidinoheptanamide hydrochloride, 23.6 g (80.9 moles) of N-[4-(3-aminopropyl)aminobutyl]-2,2-dihydroxyethanamide dihydrochloride obtained in Example 4, and 5.7 g (27 mmoles) of citric acid in water (200 ml) was evaporated to dryness to give a syrup which contained 1.6 g of water. The resulting syrup was heated at 60° C. for 8 hours and purifiled in a procedure similar to that in Example 5 giving 19.0 g (47.3% yield) of white powder of N-[4-(3-aminopropyl)am... Reactants: C(C)OC(=O)C=1N=C(N(C(C1O)=O)C)CC1(CCCC1)C1=CC=CC=C1 (5-hydroxy-1-methyl-6-oxo-2-(1-phenyl-cyclopentylmethyl)-1,6-dihydro-pyrimidine-4-carboxylic acid ethyl ester), CN (methyl amine). Reaction conditions: temperature 60 celsius. Yields the product CNC(=O)C=1N=C(N(C(C1O)=O)C)CC1(CCCC1)C1=CC=CC=C1 (5-hydroxy-1-methyl-6-oxo-2-(1-phenyl-cyclopentylmethyl)-1,6-dihydro-pyrimidine-4-carboxylic acid methylamide). The yield is 23.9%. Reaction SMILES: C([O:3][C:4]([C:6]1[N:7]=[C:8]([CH2:15][C:16]2([C:21]3[CH:26]=[CH:25][CH:24]=[CH:23][CH:22]=3)[CH2:20][CH2:19][CH2:18][CH2:17]2)[N:9]([CH3:14])[C:10](=[O:13])[C:11]=1[OH:12])=O)C.[CH3:27][NH2:28]>>[CH3:27][NH:28][C:4]([C:6]1[N:7]=[C:8]([CH2:15][C:16]2([C:21]3[CH:26]=[CH:25][CH:24]=[CH:23][CH:22]=3)[CH2:20][CH2:19][CH2:18][CH2:17]2)[N:9]([CH3:14])[C:10](=[O:13])[C:11]=1[OH:12])=[O:3]. Procedure: To a mixture of 5-hydroxy-1-methyl-6-oxo-2-(1-phenyl-cyclopentylmethyl)-1,6-dihydro-pyrimidine-4-carboxylic acid ethyl ester (175 mg, 0.491 mmol) and methyl amine (0.98 ml, 1.96 mmol, 2M in THF) was added a catalytic amount of Me3AI under argon atmosphere in a sealed tube and it was heated at 60° C. for 16 h. After completion of the reaction, it was quenched with ice slowly and then extracted with EtOAc. The combined organic layer was then washed with water and brine. It was then dried over Na2S... Reactants: C(C)OC=1C(=CC=2C=CCC(C2C1)(C)C)/C(=C(\C=C\C(=C\C(=O)OCC)\C)/F)/CC (ethyl (2E,4E,6E)-7-(3-ethoxy-5,5-dimethyl-5,6-dihydro-naphthalen-2-yl)-6-fluoro-3-methyl-nona-2,4,6-trienoate), [OH-].[Na+] (NaOH). Product: C(C)OC=1C(=CC=2C=CCC(C2C1)(C)C)/C(=C(\C=C\C(=C\C(=O)O)\C)/F)/C ((2E,4E,6E)-7-(3-Ethoxy-5,5-dimethyl-5,6-dihydro-naphthalen-2-yl)-6-fluoro-3-methyl-octa-2,4.6-trienoic acid). Reaction SMILES: [CH2:1]([O:3][C:4]1[C:5](/[C:16](/[CH2:29]C)=[C:17](/[F:28])\[CH:18]=[CH:19]\[C:20](\[CH3:27])=[CH:21]\[C:22]([O:24]CC)=[O:23])=[CH:6][C:7]2[CH:8]=[CH:9][CH2:10][C:11]([CH3:15])([CH3:14])[C:12]=2[CH:13]=1)[CH3:2].[OH-].[Na+]>>[CH2:1]([O:3][C:4]1[C:5](/[C:16](/[CH3:29])=[C:17](/[F:28])\[CH:18]=[CH:19]\[C:20](\[CH3:27])=[CH:21]\[C:22]([OH:24])=[O:23])=[CH:6][C:7]2[CH:8]=[CH:9][CH2:10][C:11]([CH3:15])([CH3:14])[C:12]=2[CH:13]=1)[CH3:2] |f:1.2|. Procedure: Following General Procedure J-1, ethyl (2E,4E,6E)-7-(3-ethoxy-5,5-dimethyl-5,6-dihydro-naphthalen-2-yl)-6-fluoro-3-methyl-nona-2,4,6-trienoate (Compound A-68, 23 mg, 0.056 mmol) was hydrolyzed with 1M NaOH to yield the title compound as a yellow solid after purification by column chromatography (silica gel, 10% ethyl acetate in hexanes) followed by recrystallization from acetonitrile. RXN SMILES: ClC1C(C(=O)N(CCCC)CCCC)=NN(C2C=CC(C(=O)NS(C3C=CC4C(=CC=CC=4)C=3)(=O)=O)=CC=2C(O)=O)C=1C.[Cl:44][C:45]1[C:46]([N:79]([CH2:83][CH2:84][CH3:85])[CH2:80][CH2:81][CH3:82])=[N:47][N:48]([C:51]2[CH:61]=[CH:60][C:59]([C:62](=[O:78])[NH:63][S:64]([C:67]3[CH:76]=[CH:75][C:74]4[C:69](=[C:70]([Cl:77])[CH:71]=[CH:72][CH:73]=4)[CH:68]=3)(=[O:66])=[O:65])=[CH:58][C:52]=2[C:53]([O:55]CC)=[O:54])[C:49]=1[CH3:50]>>[Cl:44][C:45]1[C:46]([N:79]([CH2:80][CH2:81][CH3:82])[CH2:83][CH2:84][CH3:85])=[N:47][N:48]([C:51]2[CH:61]=[CH:60][C:59]([C:62](=[O:78])[NH:63][S:64]([C:67]3[CH:76]=[CH:75][C:74]4[C:69](=[C:70]([Cl:77])[CH:71]=[CH:72][CH:73]=4)[CH:68]=3)(=[O:66])=[O:65])=[CH:58][C:52]=2[C:53]([OH:55])=[O:54])[C:49]=1[CH3:50]. Reported procedure: Following a procedure analogous to that for the synthesis of Intermediate 91F, ethyl 2-(4-chloro-3-(dipropylamino)-5-methyl-1H-pyrazol-1-yl)-5-(8-chloronaphthalen-2-ylsulfonylcarbamoyl)benzoate (76 mg, 0.12 mmol) was converted to the title compound and used in the subsequent step without purification. 1H NMR (CDCl3) δ 9.14 (d, J=1.8 Hz, 1H), 8.67 (s, 1H), 8.19 (td, J=8.5, 2.2 Hz, 2H), 8.01 (d, J=8.8 Hz, 1H), 7.84 (d, J=8.4 Hz, 1H), 7.69 (dd, J=7.4, 1.0 Hz, 1H), 7.62-7.54 (m, 1H), 7.36 (d, J=8.4 ... Yields the product ClC=1C(=NN(C1C)C1=C(C(=O)O)C=C(C=C1)C(NS(=O)(=O)C1=CC2=C(C=CC=C2C=C1)Cl)=O)N(CCC)CCC (2-(4-Chloro-3-(dipropylamino)-5-methyl-1H-pyrazol-1-yl)-5-(8-chloronaphthalen-2-ylsulfonylcarbamoyl)benzoic acid). Starting materials: ClC=1C(=NN(C1C)C1=C(C(=O)O)C=C(C=C1)C(NS(=O)(=O)C1=CC2=CC=CC=C2C=C1)=O)C(N(CCCC)CCCC)=O (2-(4-chloro-3-(dibutylcarbamoyl)-5-methyl-1H-pyrazol-1-yl)-5-(naphthalen-2-ylsulfonylcarbamoyl)benzoic acid), ClC=1C(=NN(C1C)C1=C(C(=O)OCC)C=C(C=C1)C(NS(=O)(=O)C1=CC2=C(C=CC=C2C=C1)Cl)=O)N(CCC)CCC (ethyl 2-(4-chloro-3-(dipropylamino)-5-methyl-1H-pyrazol-1-yl)-5-(8-chloronaphthalen-2-ylsulfonylcarbamoyl)benzoate).